From a dataset of the Open Reaction Database (ORD), a public repository of structured organic reaction records. describe an organic reaction: reactants, conditions, products, and yield Reactants: C([O-])([O-])=O.[K+].[K+] (potassium carbonate), solution, CNC (dimethylamine), C1CCOC1 (THF), 22, ON1N=NC2=C1N=CC=C2 (1-hydroxy-7-azabenzotriazole), Cl.CN(CCCN=C=NCC)C (N-(3-dimethylaminopropyl)-N′-ethylcarbodiimide hydrochloride). The solvent is O (water), CN(C)C=O (DMF). Reaction conditions: temperature 0 celsius, time 1 hour. Product: NC1=CC=C(C=C1)[C@@H](C(=O)N(C)C)N(C)C(C)C ((S)-2-(4-Aminophenyl)-2-(isopropyl(methyl)amino)-N,N-dimethylacetamide). The yield is 58.0%. Reaction SMILES: ON1[C:6]2N=C[CH:9]=[CH:10][C:5]=2[N:4]=N1.Cl.CN(C)CCCN=[C:18]=[N:19][CH2:20][CH3:21].[CH3:23][NH:24][CH3:25].[CH2:26]1[CH2:30][O:29][CH2:28][CH2:27]1.[C:31](=O)([O-])[O-].[K+].[K+]>O.CN(C=O)C>[NH2:4][C:5]1[CH:6]=[CH:30][C:26]([C@H:27]([N:19]([CH:20]([CH3:21])[CH3:31])[CH3:18])[C:28]([N:24]([CH3:25])[CH3:23])=[O:29])=[CH:9][CH:10]=1 |f:1.2,5.6.7|. Procedure: A 25-mL single-neck round-bottomed flask equipped with a magnetic stirrer was purged with nitrogen and charged with 22 (116 mg, 0.36 mmol), 1-hydroxy-7-azabenzotriazole (50 mg, 0.37 mmol), N-(3-dimethylaminopropyl)-N′-ethylcarbodiimide hydrochloride (208 mg, 1.08 mmol) and DMF (2 mL), and the mixture was cooled to 0° C. A 2M solution of dimethylamine in THF (0.3 mL, 0.6 mmol) was added, and the reaction was allowed to warm slowly to room temperature overnight. A solution of potassium carbonate (... Starting materials: CC(=O)OC(C)=O, CC(C)OC(C)C, O=C(O)CCC(NC(=O)c1ccc2ccccc2c1)C(=O)O. The product is O=C1CCC(NC(=O)c2ccc3ccccc3c2)C(=O)O1. RXN SMILES: [CH3:1][C:2]([O:3][C:4](=[O:5])[CH3:6])=[O:7].[CH:30]([O:31][CH:32]([CH3:33])[CH3:34])([CH3:35])[CH3:36].[cH:8]1[c:9]([C:18](=[O:19])[NH:20][CH:21]([CH2:22][CH2:23][C:24](=[O:25])[OH:26])[C:27](=[O:28])[OH:29])[cH:10][cH:11][c:12]2[cH:13][cH:14][cH:15][cH:16][c:17]12>>[cH:8]1[c:9]([C:18](=[O:19])[NH:20][CH:21]2[CH2:22][CH2:23][C:24](=[O:26])[O:29][C:27]2=[O:28])[cH:10][cH:11][c:12]2[cH:13][cH:14][cH:15][cH:16][c:17]12. Starting materials: BrCCCCCCOCCC#C (1-bromo-6-[(3-butynyl)oxy]hexane), C(C)N(C(C1=C(C=CC=C1)I)=O)CC (N,N-diethyl-2-iodobenzamide), C1(CCCCC1)NC1CCCCC1 (N,N-dicyclohexylamine), C(C)#N (acetonitrile). Reagents/catalysts: [Cu]I (CuI). Run in CCOCC (ether). Run at time 4.5 hour. Yields the product BrCCCCCCOCCCCC1=C(C(=O)N(CC)CC)C=CC=C1 (2-[4-[(6-Bromohexyl)oxy]butyl]-N,N-diethylbenzamide). Yield: 38.0%. RXN SMILES: [Br:1][CH2:2][CH2:3][CH2:4][CH2:5][CH2:6][CH2:7][O:8][CH2:9][CH2:10][C:11]#[CH:12].[CH2:13]([N:15]([CH2:25][CH3:26])[C:16](=[O:24])[C:17]1[CH:22]=[CH:21][CH:20]=[CH:19][C:18]=1I)[CH3:14].C1(NC2CCCCC2)CCCCC1.C(#N)C>CCOCC.[Cu]I>[Br:1][CH2:2][CH2:3][CH2:4][CH2:5][CH2:6][CH2:7][O:8][CH2:9][CH2:10][CH2:11][CH2:12][C:22]1[CH:21]=[CH:20][CH:19]=[CH:18][C:17]=1[C:16]([N:15]([CH2:13][CH3:14])[CH2:25][CH3:26])=[O:24]. Procedure details: A mixture of CuI (20 mg), 1-bromo-6-[(3-butynyl)oxy]hexane (3.04 g), N,N-diethyl-2-iodobenzamide (3.95 g), BTPC (200 mg), N,N-dicyclohexylamine (2.60 g) and acetonitrile (20 ml) was stirred under nitrogen at room temperature for 4.5 h, diluted with ether (200 ml) and filtered. The filtrate was evaporated in vacuo, the residue in ethanol (100 ml) was treated with charcoal and the solvent evaporated in vacuo. The residual oil (5.32 g) in absolute ethanol (190 ml) was hydrogenated over pre-reduced ... Starting materials: ClC=1C(=C2NC(C(NC2=CC1Cl)=O)=O)N1C(=NN=C1C=1C=NC=CC1)COC ((−)-6,7-Dichloro-5-[3-methoxymethyl-5-(3-pyridyl)-4H-1,2,4-triazol-4-yl]-2,3(1H,4H)-quinoxalinedione), OOS(=O)[O-].[K+] (OXONE), S(=S)(=O)([O-])[O-].[Na+].[Na+] (sodium thiosulphate). Run in O (water). Reaction conditions: time 60 hour. Yields the product ClC=1C(=C2NC(C(NC2=CC1Cl)=O)=O)N1C(=NN=C1C=1C=[N+](C=CC1)[O-])COC ((−)-6,7-Dichloro-5-[3-methoxymethyl-5-(1-oxidopyridin-3-yl)-4H-1,2,4-triazol-4-yl]-2,3(1H,4H)-quinoxalinedione). Yield: 85.8%. RXN SMILES: [Cl:1][C:2]1[C:3]([N:15]2[C:19]([C:20]3[CH:21]=[N:22][CH:23]=[CH:24][CH:25]=3)=[N:18][N:17]=[C:16]2[CH2:26][O:27][CH3:28])=[C:4]2[C:9](=[CH:10][C:11]=1[Cl:12])[NH:8][C:7](=[O:13])[C:6](=[O:14])[NH:5]2.[OH:29]OS([O-])=O.[K+].S([O-])([O-])(=O)=S.[Na+].[Na+]>O>[Cl:1][C:2]1[C:3]([N:15]2[C:19]([C:20]3[CH:21]=[N+:22]([O-:29])[CH:23]=[CH:24][CH:25]=3)=[N:18][N:17]=[C:16]2[CH2:26][O:27][CH3:28])=[C:4]2[C:9](=[CH:10][C:11]=1[Cl:12])[NH:8][C:7](=[O:13])[C:6](=[O:14])[NH:5]2 |f:1.2,3.4.5|. Reported procedure: (−)-6,7-Dichloro-5-[3-methoxymethyl-5-(3-pyridyl)-4H-1,2,4-triazol-4-yl]-2,3(1H,4H)-quinoxalinedione (see Preparation 1) (412.2 g, 0.98 mol) and OXONE (trade mark) (1.44 kg, 2.3 mol) were slurried in water (4.13 L) and the mixture stirred at ambient temperature for 60 hours. Saturated aqueous sodium thiosulphate solution (2.2 L) was added and the slurry stirred for 1 hour before being filtered under reduced pressure. The filter cake was slurried at ambient temperature for 4 hours in 1:1, by volu... The reactants are Cl.NC1=CC=C(C2=CC=C(C=C12)OS(=O)(=O)C)Br (1-Amino-4-bromo-7-[(methanesulfonyl)oxy]-naphthalene Hydrochloride), Cl (HCl), N(=O)[O-].[Na+] (NaNO2), [I-].[K+] (potassium iodide). The solvent is 1, O (water), O (water), O (water), ClCCl (dichloromethane). Reaction conditions: time 15 minute. The product is BrC1=C2C=CC(=CC2=C(C=C1)I)OS(=O)(=O)C (5-Bromo-8-iodo-2-[(methanesulfonyl)oxy]-naphthalene). RXN SMILES: Cl.N[C:3]1[C:12]2[C:7](=[CH:8][CH:9]=[C:10]([O:13][S:14]([CH3:17])(=[O:16])=[O:15])[CH:11]=2)[C:6]([Br:18])=[CH:5][CH:4]=1.Cl.N([O-])=O.[Na+].[I-:24].[K+]>O.ClCCl>[Br:18][C:6]1[CH:5]=[CH:4][C:3]([I:24])=[C:12]2[C:7]=1[CH:8]=[CH:9][C:10]([O:13][S:14]([CH3:17])(=[O:16])=[O:15])=[CH:11]2 |f:0.1,3.4,5.6|. Procedure: To a solution of the product from Step D (1.50 g, 4.25 mmol) in 16 mL of 1:1THF/3M HCl solution at 0° C. was added NaNO2 as a 40 wt % solution in water (0.626 mL, 4.68 mmol). After 15 minutes, a solution of potassium iodide (2.12 g, 12.76 mmol) in 5 mL of water was added, and the solution was stirred for 3 hours. The reaction was poured into dichloromethane and water, the aqueous layer was extracted with dichloromethane, and the combined organic extracts were dried over Na2SO4, filtered, and con... Reactants: C(C)OC(=O)C1=CC(=NO1)C1=NC=C(C=C1)OCC1=C(C=CC=C1)Cl (3-[5-(2-Chloro-benzyloxy)-pyridin-2-yl]-isoxazole-5-carboxylic acid ethyl ester), C(C)OC(=O)C1=CC(=NO1)C1=NC=C(C=C1)OCC1=C(C=CC=C1)Cl (3-[5-(2-Chloro-benzyloxy)-pyridin-2-yl]-isoxazole-5-carboxylic acid ethyl ester), Cl (HCl). Solvent: [OH-].[K+] (KOH), C1CCOC1 (THF). Reaction conditions: temperature 55 celsius, time 8 hour. Yields the product ClC1=C(COC=2C=CC(=NC2)C2=NOC(=C2)C(=O)O)C=CC=C1 (3-[5-(2-chloro-benzyloxy)-pyridin-2-yl]-isoxazole-5-carboxylic acid). Isolated yield 100.8%. As a reaction SMILES: C([O:3][C:4]([C:6]1[O:10][N:9]=[C:8]([C:11]2[CH:16]=[CH:15][C:14]([O:17][CH2:18][C:19]3[CH:24]=[CH:23][CH:22]=[CH:21][C:20]=3[Cl:25])=[CH:13][N:12]=2)[CH:7]=1)=[O:5])C.Cl>[OH-].[K+].C1COCC1>[Cl:25][C:20]1[CH:21]=[CH:22][CH:23]=[CH:24][C:19]=1[CH2:18][O:17][C:14]1[CH:15]=[CH:16][C:11]([C:8]2[CH:7]=[C:6]([C:4]([OH:5])=[O:3])[O:10][N:9]=2)=[N:12][CH:13]=1 |f:2.3|. Reported procedure: Crude 3-[5-(2-Chloro-benzyloxy)-pyridin-2-yl]-isoxazole-5-carboxylic acid ethyl ester (which may be prepared as described in Preparation of Intermediate 9; 236 mg, 0.66 mmol assumed) was taken up in a mixture of 2 M KOH (12 mL) and THF (3 mL). The mixture was heated at 55° C. for 4 h and then stirred at room temperature overnight. The mixture was cooled to 0° C. and 4 M aqueous HCl (3 mL) was added. The mixture was extracted with EtOAc and the organic layer was dried (Na2SO4), filtered, and evap... Starting materials: F[B-](F)(F)F, CC(C)C(N)CN1CCCC1, CCN(C(C)C)C(C)C, CN(C)C=O, O=C(O)c1ccc(Cl)cc1, CN(C)C(On1nnc2ccccc21)=[N+](C)C. The product is CC(C)C(CN1CCCC1)NC(=O)c1ccc(Cl)cc1. Reaction SMILES: [B-:11]([F:12])([F:13])([F:14])[F:15].[CH3:42][CH:43]([CH:44]([CH2:45][N:46]1[CH2:47][CH2:48][CH2:49][CH2:50]1)[NH2:51])[CH3:52].[CH:33]([N:34]([CH2:35][CH3:36])[CH:37]([CH3:38])[CH3:39])([CH3:40])[CH3:41].[O:53]=[CH:54][N:55]([CH3:56])[CH3:57].[OH:1][C:2](=[O:3])[c:4]1[cH:5][cH:6][c:7]([Cl:8])[cH:9][cH:10]1.[n:16]1([O:17][C:18]([N:19]([CH3:20])[CH3:21])=[N+:22]([CH3:23])[CH3:24])[c:25]2[cH:26][cH:27][cH:28][cH:29][c:30]2[n:31][n:32]1>>[C:2](=[O:3])([c:4]1[cH:5][cH:6][c:7]([Cl:8])[cH:9][cH:10]1)[NH:51][CH:44]([CH:43]([CH3:42])[CH3:52])[CH2:45][N:46]1[CH2:47][CH2:48][CH2:49][CH2:50]1. Reactants: Cl.C(N)(=N)N1CCC(CC1)CCC(=O)O (1-amidino-4-piperidinepropionic acid hydrochloride), COC(=O)C=1C=CC(=CC1)O (methyl p-hydroxybenzoate), C1(CCCCC1)N=C=NC1CCCCC1 (dicyclohexylcarbodiimide), CN(C=O)C (dimethylformamide). Solvent: N1=CC=CC=C1 (pyridine). Run at time 24 hour. Yields the product Cl.C(N)(=N)N1CCC(CC1)CCC(=O)OC1=CC=C(C=C1)C(=O)OC (p-methoxycarbonylphenyl 1-amidino-4-piperidinepropionate hydrochloride). The yield is 72.7%. Reaction SMILES: [ClH:1].[C:2]([N:5]1[CH2:10][CH2:9][CH:8]([CH2:11][CH2:12][C:13]([OH:15])=[O:14])[CH2:7][CH2:6]1)(=[NH:4])[NH2:3].[CH3:16][O:17][C:18]([C:20]1[CH:21]=[CH:22][C:23](O)=[CH:24][CH:25]=1)=[O:19].C1(N=C=NC2CCCCC2)CCCCC1.CN(C)C=O>N1C=CC=CC=1>[ClH:1].[C:2]([N:5]1[CH2:10][CH2:9][CH:8]([CH2:11][CH2:12][C:13]([O:15][C:23]2[CH:22]=[CH:21][C:20]([C:18]([O:17][CH3:16])=[O:19])=[CH:25][CH:24]=2)=[O:14])[CH2:7][CH2:6]1)(=[NH:3])[NH2:4] |f:0.1,6.7|. Reported procedure: A mixture of 5 g of 1-amidino-4-piperidinepropionic acid hydrochloride, 3.23 g of methyl p-hydroxybenzoate, 4.38 g of dicyclohexylcarbodiimide, 100 ml of dry dimethylformamide and 20 ml of dry pyridine was stirred at room temperature for 24 hours, and the mixture was treated in the same procedure as in Example 11. The crystals obtained were recrystallized from isopropanolether to obtain 5.7 g (yield: 72.7%) of p-methoxycarbonylphenyl 1-amidino-4-piperidinepropionate hydrochloride as colorless ne... Starting materials: C(C)(=O)C1=C(C(=C(OCCCOC=2C=C(C(=O)O)C=CC2)C=C1)CCC)O (3-[3-(4-acetyl-3-hydroxy-2-propylphenoxy)propoxy]benzoic acid), N1=CC(=CC=C1)CCCCN (3-pyridine butanamine). Yields the product C(C)(=O)C1=C(C(=C(OCCCOC=2C=C(C(=O)NCCCCC=3C=NC=CC3)C=CC2)C=C1)CCC)O (3-[3-(4-Acetyl-3-hydroxy-2-propylphenoxy)propoxy]-N-[4-(3-pyridinyl)butyl]benzamide). Isolated yield 88.0%. Reported procedure: The reaction of 0.80 g of 3-[3-(4-acetyl-3-hydroxy-2-propylphenoxy)propoxy]benzoic acid with 0.35 g of 3-pyridine butanamine according to Example 40 gave 0.95 g, mp 84°-86°, (88% yield) of 3-[3-(4-Acetyl-3-hydroxy-2-propylphenoxy)propoxy]-N-[4-(3-pyridinyl)butyl]benzamide, the title compound. As a reaction SMILES: [C:1]([C:4]1[CH:23]=[CH:22][C:7]([O:8][CH2:9][CH2:10][CH2:11][O:12][C:13]2[CH:14]=[C:15]([CH:19]=[CH:20][CH:21]=2)[C:16](O)=[O:17])=[C:6]([CH2:24][CH2:25][CH3:26])[C:5]=1[OH:27])(=[O:3])[CH3:2].[N:28]1[CH:33]=[CH:32][CH:31]=[C:30]([CH2:34][CH2:35][CH2:36][CH2:37][NH2:38])[CH:29]=1>>[C:1]([C:4]1[CH:23]=[CH:22][C:7]([O:8][CH2:9][CH2:10][CH2:11][O:12][C:13]2[CH:14]=[C:15]([CH:19]=[CH:20][CH:21]=2)[C:16]([NH:38][CH2:37][CH2:36][CH2:35][CH2:34][C:30]2[CH:29]=[N:28][CH:33]=[CH:32][CH:31]=2)=[O:17])=[C:6]([CH2:24][CH2:25][CH3:26])[C:5]=1[OH:27])(=[O:3])[CH3:2]. The reactants are COc1ccc(N2CCOCC2)c2sc(N)nc12, CCO, CCOC(C)=O, O=C(Cl)Oc1ccccc1, ClCCl, O, c1ccncc1. Product: COc1ccc(N2CCOCC2)c2sc(NC(=O)Oc3ccccc3)nc12. RXN SMILES: [CH3:1][O:2][c:3]1[cH:4][cH:5][c:6]([N:13]2[CH2:14][CH2:15][O:16][CH2:17][CH2:18]2)[c:7]2[c:8]1[n:9][c:10]([NH2:12])[s:11]2.[CH3:39][CH2:40][OH:41].[CH3:42][CH2:43][O:44][C:45](=[O:46])[CH3:47].[Cl:25][C:26](=[O:27])[O:28][c:29]1[cH:30][cH:31][cH:32][cH:33][cH:34]1.[Cl:36][CH2:37][Cl:38].[OH2:35].[cH:19]1[cH:20][cH:21][n:22][cH:23][cH:24]1>>[CH3:1][O:2][c:3]1[cH:4][cH:5][c:6]([N:13]2[CH2:14][CH2:15][O:16][CH2:17][CH2:18]2)[c:7]2[c:8]1[n:9][c:10]([NH:12][C:26](=[O:27])[O:28][c:29]1[cH:30][cH:31][cH:32][cH:33][cH:34]1)[s:11]2.